Dataset: the Open Reaction Database (ORD), a public repository of structured organic reaction records. Task: describe an organic reaction: reactants, conditions, products, and yield Starting materials: COC1=CC=C(CS\C(=C/C(=O)O)\C2=CC=CC=C2)C=C1 (Z-3-(4'-Methoxybenzylthio)-3-phenyl-2-propenoic acid), C1CCC2=NCCCN2CC1 (DBU), IC (iodomethane). Solvent: C(C)#N (acetonitrile). Reaction conditions: time 15 minute. Product: COC1=CC=C(CS\C(=C/C(=O)OC)\C2=CC=CC=C2)C=C1 (methyl Z-3 (4'-methoxybenzylthio)-3-phenyl-2-propenoate). The yield is 79.2%. RXN SMILES: [CH3:1][O:2][C:3]1[CH:21]=[CH:20][C:6]([CH2:7][S:8]/[C:9](/[C:14]2[CH:19]=[CH:18][CH:17]=[CH:16][CH:15]=2)=[CH:10]\[C:11]([OH:13])=[O:12])=[CH:5][CH:4]=1.[CH2:22]1CCN2C(=NCCC2)CC1.IC>C(#N)C>[CH3:1][O:2][C:3]1[CH:4]=[CH:5][C:6]([CH2:7][S:8]/[C:9](/[C:14]2[CH:15]=[CH:16][CH:17]=[CH:18][CH:19]=2)=[CH:10]\[C:11]([O:13][CH3:22])=[O:12])=[CH:20][CH:21]=1. Reported procedure: Z-3-(4'-Methoxybenzylthio)-3-phenyl-2-propenoic acid (5.46 g, 18.2 mmol) was suspended in 22 mL of dry acetonitrile. Addition of DBU (3.30 mL, 22.1 mmol) gave a clear yellow solution. The mixture was stirred in an ice bath and iodomethane (1.32, 21.2 mmol) was then added over 5 minutes. After an additional 15 minutes, the ice bath was removed and the solution was stirred for 1.25 hours. The reaction was poured into 100 mL of ethyl acetate and washed with 75 mL of water, 2×25 mL of 2N aqueous hyd... Product: CN1CCC(NC(=O)c2ccc(-c3cnc(N)c(OCc4cccc(F)c4C(F)(F)F)n3)cc2)CC1. RXN SMILES: [CH3:30][N:31]1[CH2:32][CH2:33][CH:34]([NH2:37])[CH2:35][CH2:36]1.[NH2:1][c:2]1[n:3][cH:4][c:5](-[c:21]2[cH:22][cH:23][c:24]([C:25](=[O:26])[OH:27])[cH:28][cH:29]2)[n:6][c:7]1[O:8][CH2:9][c:10]1[c:11]([C:17]([F:18])([F:19])[F:20])[c:12]([F:16])[cH:13][cH:14][cH:15]1>>[NH2:1][c:2]1[n:3][cH:4][c:5](-[c:21]2[cH:22][cH:23][c:24]([C:25](=[O:26])[NH:37][CH:34]3[CH2:33][CH2:32][N:31]([CH3:30])[CH2:36][CH2:35]3)[cH:28][cH:29]2)[n:6][c:7]1[O:8][CH2:9][c:10]1[c:11]([C:17]([F:18])([F:19])[F:20])[c:12]([F:16])[cH:13][cH:14][cH:15]1. Starting materials: CN1CCC(N)CC1, Nc1ncc(-c2ccc(C(=O)O)cc2)nc1OCc1cccc(F)c1C(F)(F)F.